From a dataset of the Open Reaction Database (ORD), a public repository of structured organic reaction records. describe an organic reaction: reactants, conditions, products, and yield Reactants: C(C)OC(C(CC#CCCCC=1N=C(OC1C)C1=CC=CC=C1)C=1SC=CC1)=O (8-(5-Methyl-2-phenyl-oxazol-4-yl)-2-thiophen-2-yl-oct-4-ynoic Acid Ethyl Ester), O[Li].O (LiOH.H2O). Yields the product CC1=C(N=C(O1)C1=CC=CC=C1)CCCC#CCC(C(=O)O)C=1SC=CC1 (8-(5-Methyl-2-phenyl-oxazol-4-yl)-2-thiophen-2-yl-oct-4-ynoic Acid). The yield is 47.0%. RXN SMILES: C([O:3][C:4](=[O:29])[CH:5]([C:24]1[S:25][CH:26]=[CH:27][CH:28]=1)[CH2:6][C:7]#[C:8][CH2:9][CH2:10][CH2:11][C:12]1[N:13]=[C:14]([C:18]2[CH:23]=[CH:22][CH:21]=[CH:20][CH:19]=2)[O:15][C:16]=1[CH3:17])C.O[Li].O>>[CH3:17][C:16]1[O:15][C:14]([C:18]2[CH:19]=[CH:20][CH:21]=[CH:22][CH:23]=2)=[N:13][C:12]=1[CH2:11][CH2:10][CH2:9][C:8]#[C:7][CH2:6][CH:5]([C:24]1[S:25][CH:26]=[CH:27][CH:28]=1)[C:4]([OH:29])=[O:3] |f:1.2|. Procedure details: The ester 1-12 was then hydrolyzed in a manner similar to the preparation of 1-11 with LiOH.H2O to provide 90 mg of acid 1-13 (47% yield). NMR CDCl3 (δ): 7.97 (2H, m); 7.43 (3H, m); 7.21 (1H, d, J=5.1 Hz); 7.06 (1H, d, J=3.1 Hz); 6.96 (1H, m); 4.21 (1H, dd, J=5.3, 10.7 Hz); 2.89 (2H, m); 2.62 (2H, m); 2.34 (3H, s); 2.23 (2H, m); 1.82 (2H, m). M+1=363.2. Biological Data: EC50=303 nM in AD3T3-L1 reporter assay. Maximal response of 97% rosiglitazone. Starting materials: C1OC=2C=C(C=CC2O1)C1NCCC=2C3=CC=CC=C3NC12 (1-(3,4-methylenedioxyphenyl)-2,3,4,9-tetrahydro-1H-β-carboline), Intermediate 7, ClC1=NC=C(C=N1)C1=CC=C(C=C1)Cl (2-chloro-5-(4-chlorophenyl)pyrimidine). Solvent: CN(C)C=O (DMF). The product is C1OC=2C=C(C=CC2O1)C1N(CCC=2C3=CC=CC=C3NC12)C1=NC=C(C=N1)C1=CC=C(C=C1)Cl (3,4-Methylenedioxyphenyl-2-[5-(4-chlorophenyl)-pyrimidin-2-yl]-2,3,4,9-tetrahydro-1H-β-carboline). As a reaction SMILES: [CH2:1]1[O:9][C:8]2[CH:7]=[CH:6][C:5]([CH:10]3[C:22]4[NH:21][C:20]5[C:15](=[CH:16][CH:17]=[CH:18][CH:19]=5)[C:14]=4[CH2:13][CH2:12][NH:11]3)=[CH:4][C:3]=2[O:2]1.Cl[C:24]1[N:29]=[CH:28][C:27]([C:30]2[CH:35]=[CH:34][C:33]([Cl:36])=[CH:32][CH:31]=2)=[CH:26][N:25]=1>CN(C=O)C>[CH2:1]1[O:9][C:8]2[CH:7]=[CH:6][C:5]([CH:10]3[C:22]4[NH:21][C:20]5[C:15](=[CH:16][CH:17]=[CH:18][CH:19]=5)[C:14]=4[CH2:13][CH2:12][N:11]3[C:24]3[N:25]=[CH:26][C:27]([C:30]4[CH:31]=[CH:32][C:33]([Cl:36])=[CH:34][CH:35]=4)=[CH:28][N:29]=3)=[CH:4][C:3]=2[O:2]1. Procedure details: Following the same procedure as outlined in Example 12 above, 1-(3,4-methylenedioxyphenyl)-2,3,4,9-tetrahydro-1H-β-carboline (295 mg, 1 mmol) (prepared according to the process as disclosed in WO97/43287, Intermediate 7, page 24) and 2-chloro-5-(4-chlorophenyl)pyrimidine (113 mg, 0.5 mmol) in DMF (5 mL, anhydrous) were reacted to yield the product as a white solid. Reactants: OC1=CC=C(C=C1)CCC1=CC2=C(C=C(O2)C(C)NC(C)=O)C=C1 (N-(1-{6-[2-(4-hydroxyphenyl)ethyl]-1-benzofuran-2-yl}ethyl)acetamide), FC1=NC=CC=C1 (2-fluoropyridine), C([O-])([O-])=O.[K+].[K+] (potassium carbonate). The solvent is CS(=O)C (DMSO). The product is N1=C(C=CC=C1)OC1=CC=C(C=C1)CCC1=CC2=C(C=C(O2)C(C)NC(C)=O)C=C1 (N-[1-(6-{2-[4-(pyridin-2-yloxy)phenyl]ethyl}-1-benzofuran-2-yl)ethyl]acetamide). Yield: 34.7%. As a reaction SMILES: [OH:1][C:2]1[CH:7]=[CH:6][C:5]([CH2:8][CH2:9][C:10]2[CH:24]=[CH:23][C:13]3[CH:14]=[C:15]([CH:17]([NH:19][C:20](=[O:22])[CH3:21])[CH3:18])[O:16][C:12]=3[CH:11]=2)=[CH:4][CH:3]=1.F[C:26]1[CH:31]=[CH:30][CH:29]=[CH:28][N:27]=1.C(=O)([O-])[O-].[K+].[K+]>CS(C)=O>[N:27]1[CH:28]=[CH:29][CH:30]=[CH:31][C:26]=1[O:1][C:2]1[CH:3]=[CH:4][C:5]([CH2:8][CH2:9][C:10]2[CH:24]=[CH:23][C:13]3[CH:14]=[C:15]([CH:17]([NH:19][C:20](=[O:22])[CH3:21])[CH3:18])[O:16][C:12]=3[CH:11]=2)=[CH:6][CH:7]=1 |f:2.3.4|. Reported procedure: N-(1-{6-[2-(4-hydroxyphenyl)ethyl]-1-benzofuran-2-yl}ethyl)acetamide (40.0 mg, 0.123 mmol) obtained in Example 165, 2-fluoropyridine (0.0369 mL, 0.371 mmol) and potassium carbonate (51.3 mg, 0.371 mmol) were stirred in DMSO (0.5 mL) at 100° C. for 2 days. The reaction mixture was purified by basic silica gel column chromatography (hexane:ethyl acetate=1:0 to 2:3), and the solvent was evaporated. The residue was triturated with a small amount of diisopropyl ether to give the title compound (17.1 ... Starting materials: CO, CCCC(C)C, CCOC(C)=O, COC(C)C(=O)O, CCN(C(C)C)C(C)C, C=C(Cl)N(C)C, ClCCl, Cc1ccc(-n2nc(C(C)(C)C)cc2NC(=O)Nc2ccc(OCc3ccnc(N)c3)c3ccccc23)cc1, N. Product: COC(C)C(=O)Nc1cc(COc2ccc(NC(=O)Nc3cc(C(C)(C)C)nn3-c3ccc(C)cc3)c3ccccc23)ccn1. As a reaction SMILES: [CH3:66][OH:67].[CH3:68][CH2:69][CH2:70][CH:71]([CH3:72])[CH3:73].[CH3:74][CH2:75][O:76][C:77]([CH3:78])=[O:79].[CH3:7][O:8][CH:9]([C:10](=[O:11])[OH:12])[CH3:13].[CH:53]([N:54]([CH2:55][CH3:56])[CH:57]([CH3:58])[CH3:59])([CH3:60])[CH3:61].[Cl:1][C:2]([N:3]([CH3:4])[CH3:5])=[CH2:6].[Cl:63][CH2:64][Cl:65].[NH2:14][c:15]1[n:16][cH:17][cH:18][c:19]([CH2:21][O:22][c:23]2[cH:24][cH:25][c:26]([NH:33][C:34](=[O:35])[NH:36][c:37]3[cH:38][c:39]([C:49]([CH3:50])([CH3:51])[CH3:52])[n:40][n:41]3-[c:42]3[cH:43][cH:44][c:45]([CH3:48])[cH:46][cH:47]3)[c:27]3[cH:28][cH:29][cH:30][cH:31][c:32]23)[cH:20]1.[NH3:62]>>[CH3:7][O:8][CH:9]([C:10](=[O:12])[NH:14][c:15]1[n:16][cH:17][cH:18][c:19]([CH2:21][O:22][c:23]2[cH:24][cH:25][c:26]([NH:33][C:34](=[O:35])[NH:36][c:37]3[cH:38][c:39]([C:49]([CH3:50])([CH3:51])[CH3:52])[n:40][n:41]3-[c:42]3[cH:43][cH:44][c:45]([CH3:48])[cH:46][cH:47]3)[c:27]3[cH:28][cH:29][cH:30][cH:31][c:32]23)[cH:20]1)[CH3:13]. Reactants: ClC1=C2C(=NC=C1)N(C(=C2)C2=CN(C=1C2=NC(=C(C1)OC)OC)C(=O)OC(C)(C)C)S(=O)(=O)C1=CC=C(C=C1)C (t-Butyl 3-[4-chloro-1-(toluene-4-sulfonyl)-1H-pyrrolo[2,3-b]pyridin-2-yl]-5,6-dimethoxypyrrolo[3,2-b]pyridine-1-carboxylate). Run in C(=O)(C(F)(F)F)O (TFA), C(Cl)Cl (CH2Cl2). Reaction conditions: time 5 hour. Product: ClC1=C2C(=NC=C1)N(C(=C2)C2=CNC=1C2=NC(=C(C1)OC)OC)S(=O)(=O)C1=CC=C(C=C1)C (3-[4-Chloro-1-(toluene-4-sulfonyl)-1H-pyrrolo[2,3-b]pyridin-2-yl]-5,6-dimethoxy-1H-pyrrolo[3,2-b]pyridine). Isolated yield 95.8%. Reaction SMILES: [Cl:1][C:2]1[CH:7]=[CH:6][N:5]=[C:4]2[N:8]([S:31]([C:34]3[CH:39]=[CH:38][C:37]([CH3:40])=[CH:36][CH:35]=3)(=[O:33])=[O:32])[C:9]([C:11]3[C:15]4=[N:16][C:17]([O:22][CH3:23])=[C:18]([O:20][CH3:21])[CH:19]=[C:14]4[N:13](C(OC(C)(C)C)=O)[CH:12]=3)=[CH:10][C:3]=12>C(O)(C(F)(F)F)=O.C(Cl)Cl>[Cl:1][C:2]1[CH:7]=[CH:6][N:5]=[C:4]2[N:8]([S:31]([C:34]3[CH:39]=[CH:38][C:37]([CH3:40])=[CH:36][CH:35]=3)(=[O:32])=[O:33])[C:9]([C:11]3[C:15]4=[N:16][C:17]([O:22][CH3:23])=[C:18]([O:20][CH3:21])[CH:19]=[C:14]4[NH:13][CH:12]=3)=[CH:10][C:3]=12. Procedure: Dissolve bisazaindole 27 (0.28 g, 0.48 mmol) in TFA at 50%/CH2Cl2 (8.0 mL) and stir at room temperature for 5 h. The reaction medium is concentrated under vacuum, and the residue is dissolved in EtOAc (100 mL), washed with saturated NaHCO3 (3×), dried (MgSO4) and concentrated, to give 28 (0.222 g, 96%) as an amorphous solid: TLC (EtOAc at 40%/heptane) Rf=0.05. Reactants: ClC=1C(=NC=C(C1)Cl)C#N (3,5-dichloropicolinonitrile), CC1(OB(OC1(C)C)C(=C)C)C (4,4,5,5-tetramethyl-2-(prop-1-en-2-yl)-1,3,2-dioxaborolane), tetrakis(triphenyl-phosphine)palladium, C([O-])([O-])=O.[Na+].[Na+] (sodium carbonate). Run in C1(=CC=CC=C1)C.C(C)O (toluene ethanol), C(C)(=O)OCC (ethyl acetate), O (water). Run at time 4 hour. Yields the product ClC=1C(=NC=C(C1)C(=C)C)C#N (3-chloro-5-(prop-1-en-2-yl)picolinonitrile). RXN SMILES: [Cl:1][C:2]1[C:3]([C:9]#[N:10])=[N:4][CH:5]=[C:6](Cl)[CH:7]=1.[CH3:11][C:12]1(C)[C:16](C)(C)OB(C(C)=C)O1.C(=O)([O-])[O-].[Na+].[Na+]>C1(C)C=CC=CC=1.C(O)C.C(OCC)(=O)C.O>[Cl:1][C:2]1[C:3]([C:9]#[N:10])=[N:4][CH:5]=[C:6]([C:12]([CH3:16])=[CH2:11])[CH:7]=1 |f:2.3.4,5.6|. Procedure details: A solution of 3,5-dichloropicolinonitrile (1.0 eq.), 4,4,5,5-tetramethyl-2-(prop-1-en-2-yl)-1,3,2-dioxaborolane (1.0 eq.), tetrakis(triphenyl-phosphine)palladium (5 mol %), and 2N aqueous sodium carbonate solution (3.4 eq.) in toluene/ethanol (2:1, 0.04 M) was stirred at 100° C. for 2 hours, then 80° C. for 4 hours. After cooling to ambient temperature, the reaction content was diluted with ethyl acetate and water. The two phases were separated, and the aqueous layer was extracted twice with eth... The reactants are [Al+3].[Cl-].[Cl-].[Cl-] (AlCl3), Cl.COC1=C2CCC(CC2=CC=C1OC)NC (5,6-dimethoxy-2-methylaminotetralin HCl), ice water. Run in C1(=CC=CC=C1)C (toluene). Conditions: time 4 hour. Yields the product Cl.OC1=C2CCC(CC2=CC=C1O)NC (5,6-Dihydroxy-2-methylaminotetralin HCl). As a reaction SMILES: [Al+3].[Cl-:2].[Cl-].[Cl-].Cl.C[O:7][C:8]1[C:17]([O:18]C)=[CH:16][CH:15]=[C:14]2[C:9]=1[CH2:10][CH2:11][CH:12]([NH:20][CH3:21])[CH2:13]2>C1(C)C=CC=CC=1>[ClH:2].[OH:7][C:8]1[C:17]([OH:18])=[CH:16][CH:15]=[C:14]2[C:9]=1[CH2:10][CH2:11][CH:12]([NH:20][CH3:21])[CH2:13]2 |f:0.1.2.3,4.5,7.8|. Reported procedure: 41.4 g of dry AlCl3 (310.4 moles), 230 ml of toluene and 20.0 g of 5,6-dimethoxy-2-methylaminotetralin HCl (77.6 moles) are placed into a 4-necked round-bottomed flask, with stirring, under a slight stream of dry nitrogen. Temperature is brought to 80° C. to obtain a stirrable brown mixture, is left at 80° C. for 4 hours, then cooled to room temperature and poured into ice-water (about 1000 ml total). The aqueous phase is separated and evaporated under vacuum (T about 80° C.). The whitish solid ...